Dataset: the Open Reaction Database (ORD), a public repository of structured organic reaction records. Task: describe an organic reaction: reactants, conditions, products, and yield Reactants: CCCOC1(OCCC)CCCCCC1, CC(C)c1nc(CCO)n(C)c1Sc1cc(Cl)cc(Cl)c1. Yields the product CCCOC1(OCCc2nc(C(C)C)c(Sc3cc(Cl)cc(Cl)c3)n2C)CCCCCC1. As a reaction SMILES: [CH2:22]([CH2:23][CH3:24])[O:25][C:26]1([O:33][CH2:34][CH2:35][CH3:36])[CH2:27][CH2:28][CH2:29][CH2:30][CH2:31][CH2:32]1.[Cl:1][c:2]1[cH:3][c:4]([S:9][c:10]2[c:11]([CH:19]([CH3:20])[CH3:21])[n:12][c:13]([CH2:16][CH2:17][OH:18])[n:14]2[CH3:15])[cH:5][c:6]([Cl:8])[cH:7]1>>[Cl:1][c:2]1[cH:3][c:4]([S:9][c:10]2[c:11]([CH:19]([CH3:20])[CH3:21])[n:12][c:13]([CH2:16][CH2:17][O:18][C:26]3([O:25][CH2:22][CH2:23][CH3:24])[CH2:27][CH2:28][CH2:29][CH2:30][CH2:31][CH2:32]3)[n:14]2[CH3:15])[cH:5][c:6]([Cl:8])[cH:7]1. Reactants: Cc1nc(-c2c(Cl)cc(C(F)(F)F)cc2Cl)[nH]c1S(=O)(=O)Cl, N, C1COCCO1, O. Product: Cc1nc(-c2c(Cl)cc(C(F)(F)F)cc2Cl)[nH]c1S(N)(=O)=O. As a reaction SMILES: [Cl:2][c:3]1[c:4](-[c:14]2[nH:15][c:16]([S:20](=[O:21])(=[O:22])[Cl:23])[c:17]([CH3:19])[n:18]2)[c:5]([Cl:13])[cH:6][c:7]([C:9]([F:10])([F:11])[F:12])[cH:8]1.[NH3:1].[O:25]1[CH2:26][CH2:27][O:28][CH2:29][CH2:30]1.[OH2:24]>>[NH2:1][S:20]([c:16]1[nH:15][c:14](-[c:4]2[c:3]([Cl:2])[cH:8][c:7]([C:9]([F:10])([F:11])[F:12])[cH:6][c:5]2[Cl:13])[n:18][c:17]1[CH3:19])(=[O:21])=[O:22]. Reactants: CCOCC, [Li]C, c1ccc(-c2cccnc2)cc1. Product: Cc1ccc(-c2ccccc2)cn1. RXN SMILES: [CH3:15][CH2:16][O:17][CH2:18][CH3:19].[Li:13][CH3:14].[c:1]1(-[c:7]2[cH:8][n:9][cH:10][cH:11][cH:12]2)[cH:2][cH:3][cH:4][cH:5][cH:6]1>>[c:1]1(-[c:7]2[cH:8][n:9][c:10]([CH3:14])[cH:11][cH:12]2)[cH:2][cH:3][cH:4][cH:5][cH:6]1. Reactants: COC(=O)CCC(C)=O, C1CCNC1, ClCCl. Product: COC(=O)CCC(C)N1CCCC1. Reaction SMILES: [C:6]([CH2:7][CH2:8][C:9](=[O:10])[CH3:11])(=[O:12])[O:13][CH3:14].[CH2:1]1[CH2:2][CH2:3][NH:4][CH2:5]1.[Cl:15][CH2:16][Cl:17]>>[CH2:1]1[CH2:2][CH2:3][N:4]([CH:9]([CH2:8][CH2:7][C:6](=[O:12])[O:13][CH3:14])[CH3:11])[CH2:5]1. Starting materials: C1(CC1)B(O)O (cyclopropylboronic acid), C1(CCCCC1)P(C1CCCCC1)C1CCCCC1 (tricyclohexylphosphine), P(=O)([O-])([O-])[O-].[K+].[K+].[K+] (potassium phosphate), O (water), FC=1C=CC\2=C(OCC3=C(/C2=C(\C#N)/C)C=CC(=C3)CC3=C(N=C2N3C=CC(=C2)Br)C)C1 ((E)-2-{3-fluoro-8-[(7-bromo-2-methylimidazo[1,2-a]pyridin-3-yl)methyl]dibenzo[b,e]oxepin-11(6H)-ylidene}propanenitrile). The reagents and catalysts are C(C)(=O)[O-].[Pd+2].C(C)(=O)[O-] (palladium acetate). Solvent: C1(=CC=CC=C1)C (toluene). Run at temperature 100 celsius. Product: C1(CC1)C1=CC=2N(C=C1)C(=C(N2)C)CC2=CC1=C(/C(/C3=C(OC1)C=C(C=C3)F)=C(\C#N)/C)C=C2 ((E)-2-{8-[(7-cyclopropyl-2-methylimidazo[1,2-a]pyridin-3-yl)methyl]-3-fluorodibenzo[b,e]oxepin-11(6H)-ylidene}propanenitrile). Yield: 86.5%. RXN SMILES: [F:1][C:2]1[CH:3]=[CH:4][C:5]2=[C:6]([CH:32]=1)[O:7][CH2:8][C:9]1[CH:19]=[C:18]([CH2:20][C:21]3[N:25]4[CH:26]=[CH:27][C:28](Br)=[CH:29][C:24]4=[N:23][C:22]=3[CH3:31])[CH:17]=[CH:16][C:10]=1/[C:11]/2=[C:12](/[CH3:15])\[C:13]#[N:14].[CH:33]1(B(O)O)[CH2:35][CH2:34]1.C1(P(C2CCCCC2)C2CCCCC2)CCCCC1.P([O-])([O-])([O-])=O.[K+].[K+].[K+].O>C1(C)C=CC=CC=1.C([O-])(=O)C.[Pd+2].C([O-])(=O)C>[CH:33]1([C:28]2[CH:27]=[CH:26][N:25]3[C:21]([CH2:20][C:18]4[CH:17]=[CH:16][C:10]5/[C:11](=[C:12](/[CH3:15])\[C:13]#[N:14])/[C:5]6[CH:4]=[CH:3][C:2]([F:1])=[CH:32][C:6]=6[O:7][CH2:8][C:9]=5[CH:19]=4)=[C:22]([CH3:31])[N:23]=[C:24]3[CH:29]=2)[CH2:35][CH2:34]1 |f:3.4.5.6,9.10.11|. Procedure details: [step 5] (E)-2-{3-fluoro-8-[(7-bromo-2-methylimidazo[1,2-a]pyridin-3-yl)methyl]dibenzo[b,e]oxepin-11(6H)-ylidene}propanenitrile (350 mg, 0.72 mmol) obtained in step 4 was dissolved in toluene (4.0 mL), cyclopropylboronic acid (123 mg, 1.4 mmol), tricyclohexylphosphine (80 mg, 0.29 mmol), palladium acetate (32 mg, 0.14 mmol), potassium phosphate (532 mg, 2.5 mmol) and water (13 mg, 0.72 mmol) were added, and the mixture was stirred with heating at 100° C. for 3 hr. The reaction mixture was filter... Reactants: CCCCCCCCCCCc1cc2ccc(C(=O)O)cc2[nH]1, CO, Cl. Product: CCCCCCCCCCCc1cc2ccc(C(=O)OC)cc2[nH]1. RXN SMILES: [CH2:1]([CH2:2][CH2:3][CH2:4][CH2:5][CH2:6][CH2:7][CH2:8][CH2:9][CH2:10][CH3:11])[c:12]1[nH:13][c:14]2[cH:15][c:16]([C:21](=[O:22])[OH:23])[cH:17][cH:18][c:19]2[cH:20]1.[CH3:25][OH:26].[ClH:24]>>[CH2:1]([CH2:2][CH2:3][CH2:4][CH2:5][CH2:6][CH2:7][CH2:8][CH2:9][CH2:10][CH3:11])[c:12]1[nH:13][c:14]2[cH:15][c:16]([C:21](=[O:22])[O:23][CH3:25])[cH:17][cH:18][c:19]2[cH:20]1. Reaction SMILES: [CH2:3]([c:4]1[cH:5][cH:6][cH:7][cH:8][cH:9]1)[O:10][c:11]1[c:12]([C:13](=[O:14])[O:15][CH3:16])[cH:17][cH:18][c:19]([I:21])[cH:20]1.[CH3:28][OH:29].[Na+:2].[O:22]1[CH2:23][CH2:24][O:25][CH2:26][CH2:27]1.[OH-:1]>>[CH2:3]([c:4]1[cH:5][cH:6][cH:7][cH:8][cH:9]1)[O:10][c:11]1[c:12]([C:13](=[O:14])[OH:15])[cH:17][cH:18][c:19]([I:21])[cH:20]1. Product: O=C(O)c1ccc(I)cc1OCc1ccccc1. The reactants are COC(=O)c1ccc(I)cc1OCc1ccccc1, CO, [Na+], C1COCCO1, [OH-].